Dataset: the Open Reaction Database (ORD), a public repository of structured organic reaction records. Task: describe an organic reaction: reactants, conditions, products, and yield The reactants are Cl.CN(CCCC1C2=C(OC13CCCCCC3)C=CC=C2)C (3-(3-dimethylaminopropyl)-spiro[benzofuran-2(3H),1'-cycloheptane] hydrochloride), BrN1C(CCC1=O)=O (N-bromosuccinimide), O (water), C([O-])(O)=O.[Na+] (sodium bicarbonate). Solvent: CO (methanol). Reaction conditions: time 20 minute. The product is Cl.BrC=1C=CC2=C(C(C3(CCCCCC3)O2)CCCN(C)C)C1 (5-Bromo-3-(3-dimethylaminopropyl)-spiro[benzofuran-2(3H),1'-cycloheptane] hydrochloride). Yield: 93.4%. Reaction SMILES: [ClH:1].[CH3:2][N:3]([CH3:22])[CH2:4][CH2:5][CH2:6][CH:7]1[C:11]2([CH2:17][CH2:16][CH2:15][CH2:14][CH2:13][CH2:12]2)[O:10][C:9]2[CH:18]=[CH:19][CH:20]=[CH:21][C:8]1=2.[Br:23]N1C(=O)CCC1=O.O.C(=O)(O)[O-].[Na+]>CO>[ClH:1].[Br:23][C:20]1[CH:19]=[CH:18][C:9]2[O:10][C:11]3([CH2:17][CH2:16][CH2:15][CH2:14][CH2:13][CH2:12]3)[CH:7]([CH2:6][CH2:5][CH2:4][N:3]([CH3:2])[CH3:22])[C:8]=2[CH:21]=1 |f:0.1,4.5,7.8|. Procedure: To a stirred solution of 3.89 g of 3-(3-dimethylaminopropyl)-spiro[benzofuran-2(3H),1'-cycloheptane] hydrochloride in 35 ml of methanol at room temperature under nitrogen was added 2.24 g of N-bromosuccinimide. All solid dissolved rapidly as the pot temperature rose to 33° C. A TLC analysis after 20 minutes showed a complete reaction. The mixture was poured into water (175 ml), and 250 ml of saturated sodium bicarbonate solution was added with stirring. The mixture was then extracted with ether ... Starting materials: C(C)N(C(C)C)C(C)C (N-ethyl-N,N-diisopropylamine), C(C)(C)(C)C1=CC=C(CNCC)C=C1 (N-(4-tert-butylbenzyl)-N-ethylamine), ClC(COC1=CC=C(C=C1)CCOC1=C(C(=O)OC)C=CC=C1)=O (methyl 2-{2-[4-(2-chloro-2-oxoethoxy)phenyl]ethoxy}benzoate). Run in C(C)#N (acetonitrile). Reaction conditions: time 30 minute. The product is C(C)(C)(C)C1=CC=C(CN(C(COC2=CC=C(C=C2)CCOC2=C(C(=O)OC)C=CC=C2)=O)CC)C=C1 (methyl 2-[2-(4-{2-[(4-tert-butylbenzyl)(ethyl)amino]-2-oxoethoxy}phenyl)ethoxy]benzoate). Isolated yield 79.4%. As a reaction SMILES: [C:1]([C:5]1[CH:14]=[CH:13][C:8]([CH2:9][NH:10][CH2:11][CH3:12])=[CH:7][CH:6]=1)([CH3:4])([CH3:3])[CH3:2].C(N(C(C)C)C(C)C)C.Cl[C:25](=[O:47])[CH2:26][O:27][C:28]1[CH:33]=[CH:32][C:31]([CH2:34][CH2:35][O:36][C:37]2[CH:46]=[CH:45][CH:44]=[CH:43][C:38]=2[C:39]([O:41][CH3:42])=[O:40])=[CH:30][CH:29]=1>C(#N)C>[C:1]([C:5]1[CH:6]=[CH:7][C:8]([CH2:9][N:10]([CH2:11][CH3:12])[C:25](=[O:47])[CH2:26][O:27][C:28]2[CH:33]=[CH:32][C:31]([CH2:34][CH2:35][O:36][C:37]3[CH:46]=[CH:45][CH:44]=[CH:43][C:38]=3[C:39]([O:41][CH3:42])=[O:40])=[CH:30][CH:29]=2)=[CH:13][CH:14]=1)([CH3:3])([CH3:2])[CH3:4]. Reported procedure: N-(4-tert-butylbenzyl)-N-ethylamine (0.143 g, 0.746 mmol) was dissolved in dry acetonitrile under N2 and N-ethyl-N,N-diisopropylamine (0.371 g, 2.867 mmol) was added. The mixture was stirred for 30 min and methyl 2-{2-[4-(2-chloro-2-oxoethoxy)phenyl]ethoxy}benzoate (0.200 g, 0.573 mmol) was added. The solution was stirred overnight at room temperature. The crude was purified by flash cromatography (started with isocratic heptane/EtOAc 50/50 and then the EtOAc concentration was increased to 100%,...